Dataset: the Open Reaction Database (ORD), a public repository of structured organic reaction records. Task: describe an organic reaction: reactants, conditions, products, and yield Reactants: O=C(Nc1cccc(C(=O)O)c1)C(=O)c1cn(Cc2ccc(Cc3ccccc3)cc2)c2ccc(OCc3ccccc3)cc12, C1CCOC1, CCN=C=NCCCN(C)C, CN(C)c1ccncc1, CCOC(C)=O, Cc1ccc(S(N)(=O)=O)cc1. Yields the product Cc1ccc(S(=O)(=O)NC(=O)c2cccc(NC(=O)C(=O)c3cn(Cc4ccc(Cc5ccccc5)cc4)c4ccc(OCc5ccccc5)cc34)c2)cc1. As a reaction SMILES: [CH2:1]([c:2]1[cH:3][cH:4][cH:5][cH:6][cH:7]1)[c:8]1[cH:9][cH:10][c:11]([CH2:12][n:13]2[cH:14][c:15]([C:30]([C:31](=[O:32])[NH:33][c:34]3[cH:35][c:36]([C:37](=[O:38])[OH:39])[cH:40][cH:41][cH:42]3)=[O:43])[c:16]3[cH:17][c:18]([O:22][CH2:23][c:24]4[cH:25][cH:26][cH:27][cH:28][cH:29]4)[cH:19][cH:20][c:21]23)[cH:44][cH:45]1.[CH2:46]1[O:47][CH2:48][CH2:49][CH2:50]1.[CH3:51][CH2:52][N:53]=[C:54]=[N:55][CH2:56][CH2:57][CH2:58][N:59]([CH3:60])[CH3:61].[CH3:73][N:74]([c:75]1[cH:76][cH:77][n:78][cH:79][cH:80]1)[CH3:81].[CH3:82][CH2:83][O:84][C:85](=[O:86])[CH3:87].[c:62]1([CH3:72])[cH:63][cH:64][c:65]([S:68](=[O:69])(=[O:70])[NH2:71])[cH:66][cH:67]1>>[CH2:1]([c:2]1[cH:3][cH:4][cH:5][cH:6][cH:7]1)[c:8]1[cH:9][cH:10][c:11]([CH2:12][n:13]2[cH:14][c:15]([C:30]([C:31](=[O:32])[NH:33][c:34]3[cH:35][c:36]([C:37](=[O:38])[NH:71][S:68]([c:65]4[cH:64][cH:63][c:62]([CH3:72])[cH:67][cH:66]4)(=[O:69])=[O:70])[cH:40][cH:41][cH:42]3)=[O:43])[c:16]3[cH:17][c:18]([O:22][CH2:23][c:24]4[cH:25][cH:26][cH:27][cH:28][cH:29]4)[cH:19][cH:20][c:21]23)[cH:44][cH:45]1. Reactants: C1(CC2CCCC3=CC=CC1=C23)=O (2a,3,4,5-tetrahydro-2H-acenaphthylen-1-one), Cl.NO (hydroxylamine hydrochloride), C(C)(=O)[O-].[Na+] (sodium acetate). As a reaction SMILES: [C:1]1(=O)[C:11]2=[C:12]3[C:7](=[CH:8][CH:9]=[CH:10]2)[CH2:6][CH2:5][CH2:4][CH:3]3[CH2:2]1.Cl.[NH2:15][OH:16].C([O-])(=O)C.[Na+]>O.C1COCC1.CO>[C:1]1(=[N:15][OH:16])[C:11]2=[C:12]3[C:7](=[CH:8][CH:9]=[CH:10]2)[CH2:6][CH2:5][CH2:4][CH:3]3[CH2:2]1 |f:1.2,3.4|. Solvent: O (water), O (water), C1CCOC1 (THF), CO (methanol). Isolated yield 101.7%. Product: C1(CC2CCCC3=CC=CC1=C23)=NO (2a,3,4,5-tetrahydro-2H-acenaphthylen-1-one oxime). Reported procedure: To a mixture of 2a,3,4,5-tetrahydro-2H-acenaphthylen-1-one (12.2 g, 70.9 mmol), hydroxylamine hydrochloride (7.85 g) and water (90 ml) were slowly added sodium acetate (14.5 g), methanol (120 ml), THF (30 ml) and water (60 ml) with stirring while heating at 75° C., and the mixture was stirred for 2 hr and 40 min. After cooling to room temperature, methanol was evaporated under reduced pressure, and the obtained precipitate was collected by filtration, and washed with water to give 2a,3,4,5-tetra... Run at temperature 75 celsius. Reactants: CC(=O)[O-], CC(=O)[O-], CCCCN1CCN2CCN(CCCC)P1N(CCCC)CC2, C1COCCO1, CN1CCNCC1, CC(C)(C)[O-], CS(C)=O, CC(C)n1ncnc1-c1cn2c(n1)-c1cc(Cl)ncc1OCC2, [Na+], [Pd+2]. Product: CC(C)n1ncnc1-c1cn2c(n1)-c1cc(N3CCN(C)CC3)ncc1OCC2. RXN SMILES: [C:66]([O-:67])(=[O:68])[CH3:69].[C:71]([O-:72])(=[O:73])[CH3:74].[CH2:31]([N:32]1[CH2:33][CH2:34][N:35]2[CH2:36][CH2:37][N:38]([CH2:39][CH2:40][CH2:41][CH3:42])[P:43]1[N:44]([CH2:45][CH2:46][CH2:47][CH3:48])[CH2:49][CH2:50]2)[CH2:51][CH2:52][CH3:53].[CH2:60]1[O:61][CH2:62][CH2:63][O:64][CH2:65]1.[CH3:24][N:25]1[CH2:26][CH2:27][NH:28][CH2:29][CH2:30]1.[CH3:54][C:55]([CH3:56])([O-:57])[CH3:58].[CH3:75][S:76]([CH3:77])=[O:78].[Cl:1][c:2]1[cH:3][c:4]2[c:10]([cH:11][n:12]1)[O:9][CH2:8][CH2:7][n:6]1[c:5]-2[n:15][c:14](-[c:16]2[n:17][cH:18][n:19][n:20]2[CH:21]([CH3:22])[CH3:23])[cH:13]1.[Na+:59].[Pd+2:70]>>[c:2]1([N:28]2[CH2:27][CH2:26][N:25]([CH3:24])[CH2:30][CH2:29]2)[cH:3][c:4]2[c:10]([cH:11][n:12]1)[O:9][CH2:8][CH2:7][n:6]1[c:5]-2[n:15][c:14](-[c:16]2[n:17][cH:18][n:19][n:20]2[CH:21]([CH3:22])[CH3:23])[cH:13]1. Reactants: [BH3-]C#N, CC(=O)O, Cc1cc(C(C)OCC2(c3ccc(F)cc3)CCN(C(=O)OC(C)(C)C)CC2)c2c(cnn2CC2CC2)c1, [Na+], O=C(O)C(F)(F)F. The product is Cc1cc(C(C)OCC2(c3ccc(F)cc3)CCN(C)CC2)c2c(cnn2CC2CC2)c1. RXN SMILES: [C:39]([BH3-:40])#[N:41].[CH3:43][C:44](=[O:45])[OH:46].[CH:1]1([CH2:4][n:5]2[n:6][cH:7][c:8]3[cH:9][c:10]([CH3:38])[cH:11][c:12]([CH:14]([CH3:15])[O:16][CH2:17][C:18]4([c:31]5[cH:32][cH:33][c:34]([F:37])[cH:35][cH:36]5)[CH2:19][CH2:20][N:21]([C:24]([O:25][C:26]([CH3:27])([CH3:28])[CH3:29])=[O:30])[CH2:22][CH2:23]4)[c:13]23)[CH2:2][CH2:3]1.[Na+:42].[OH:47][C:48]([C:49]([F:50])([F:51])[F:52])=[O:53]>>[CH:1]1([CH2:4][n:5]2[n:6][cH:7][c:8]3[cH:9][c:10]([CH3:38])[cH:11][c:12]([CH:14]([CH3:15])[O:16][CH2:17][C:18]4([c:31]5[cH:32][cH:33][c:34]([F:37])[cH:35][cH:36]5)[CH2:19][CH2:20][N:21]([CH3:24])[CH2:22][CH2:23]4)[c:13]23)[CH2:2][CH2:3]1. Starting materials: [Li]CCCC, CN(C)C=O, CCCCCC, COc1ccc(Cl)c(Cl)c1, ClCCl, C1CCOC1. The product is COc1ccc(Cl)c(Cl)c1C=O. RXN SMILES: [CH2:11]([Li:12])[CH2:13][CH2:14][CH3:15].[CH3:16][N:17]([CH:18]=[O:19])[CH3:20].[CH3:26][CH2:27][CH2:28][CH2:29][CH2:30][CH3:31].[Cl:1][c:2]1[cH:3][c:4]([O:9][CH3:10])[cH:5][cH:6][c:7]1[Cl:8].[Cl:32][CH2:33][Cl:34].[O:21]1[CH2:22][CH2:23][CH2:24][CH2:25]1>>[Cl:1][c:2]1[c:3]([CH:18]=[O:19])[c:4]([O:9][CH3:10])[cH:5][cH:6][c:7]1[Cl:8]. Starting materials: O=C(O)Cc1ccccc1Br, CC(=O)O, C[Si](C)(C)C=[N+]=[N-], CO, Cc1ccccc1. The product is COC(=O)Cc1ccccc1Br. Reaction SMILES: [Br:8][c:9]1[c:10]([CH2:15][C:16](=[O:17])[OH:18])[cH:11][cH:12][cH:13][cH:14]1.[CH3:19][C:20](=[O:21])[OH:22].[CH3:1][Si:2]([CH:3]=[N+:4]=[N-:5])([CH3:6])[CH3:7].[CH3:23][OH:24].[CH3:25][c:26]1[cH:27][cH:28][cH:29][cH:30][cH:31]1>>[Br:8][c:9]1[c:10]([CH2:15][C:16]([O:17][CH3:19])=[O:18])[cH:11][cH:12][cH:13][cH:14]1. Starting materials: C12NC(C(CC1)C2)C(CCCCC2=CC(=C(C(=C2)OC)OC)OC)=O (1-(2-aza-bicyclo[2.2.1]hept-3-yl)-5-(3,4,5-trimethoxy-phenyl)-pentan-1-one), C1(CCCCC1)CS(=O)(=O)Cl (cyclohexyl-methanesulfonyl chloride). Reagents/catalysts: CN(C1=CC=NC=C1)C (4-dimethylaminopyridine). Run in C(Cl)Cl (methylene chloride). Reaction conditions: time 14 hour. Yields the product COC=1C=C(C=C(C1OC)OC)CCCCC=O (5-(3,4,5-trimethoxy-phenyl)-pentan-1-one). Reaction SMILES: C12CC(CC1)C([C:8](=[O:25])[CH2:9][CH2:10][CH2:11][CH2:12][C:13]1[CH:18]=[C:17]([O:19][CH3:20])[C:16]([O:21][CH3:22])=[C:15]([O:23][CH3:24])[CH:14]=1)N2.C1(CS(Cl)(=O)=O)CCCCC1>CN(C)C1C=CN=CC=1.C(Cl)Cl>[CH3:24][O:23][C:15]1[CH:14]=[C:13]([CH2:12][CH2:11][CH2:10][CH2:9][CH:8]=[O:25])[CH:18]=[C:17]([O:19][CH3:20])[C:16]=1[O:21][CH3:22]. Reported procedure: A mixture of 85 mg (0.24 mmol) of 1-(2-aza-bicyclo[2.2.1]hept-3-yl)-5-(3,4,5-trimethoxy-phenyl)-pentan-1-one (mixture of exo and endo isomers), 70 mg (0.36 mmol) of cyclohexyl-methanesulfonyl chloride (J.Org.Chem. 1951; 16 621-624) and 58 mg (0.48 mmol) of 4-dimethylaminopyridine in 10 ml of methylene chloride was stirred at room temperature for 14 hours. The reaction mixture was washed with 1N hydrochloric acid (HCl), dried (Na2SO4), and evaporated. The residue was chromatographed on 20 g of si...